Dataset: the Open Reaction Database (ORD), a public repository of structured organic reaction records. Task: describe an organic reaction: reactants, conditions, products, and yield Starting materials: ClC1=C(C(=NC(=N1)N)NCC1=NC=CC=C1)N (6-chloro-N4-pyridin-2-ylmethyl-pyrimidine-2,4,5-triamine), N(=O)[O-].[Na+] (NaNO2). The product is ClC=1C2=C(N=C(N1)N)N(N=N2)CC2=NC=CC=C2 (7-chloro-3-pyridin-2-ylmethyl-3H-[1,2,3]triazolo[4,5-d]pyrimidin-5-ylamine). Reaction SMILES: [Cl:1][C:2]1[N:7]=[C:6]([NH2:8])[N:5]=[C:4]([NH:9][CH2:10][C:11]2[CH:16]=[CH:15][CH:14]=[CH:13][N:12]=2)[C:3]=1[NH2:17].[N:18]([O-])=O.[Na+]>>[Cl:1][C:2]1[C:3]2[N:17]=[N:18][N:9]([CH2:10][C:11]3[CH:16]=[CH:15][CH:14]=[CH:13][N:12]=3)[C:4]=2[N:5]=[C:6]([NH2:8])[N:7]=1 |f:1.2|. Procedure details: A solution of 6-chloro-N4-pyridin-2-ylmethyl-pyrimidine-2,4,5-triamine was treated with a cold aqueous solution of NaNO2, following the general procedure 2. 1HNMR (CDCl3): δ 8.60–8.59 (m, 1H), 7.71–7.67(m, 1H), 7.29–7.25 (m, 1H), 7.22–7.20 (m, 1H), 5.81 (s, 2H), 5.48 (s, 2H). The reactants are ice, CON(C(=O)C=1OC2=C(C1)C=CC(=C2)OC)C (N,6-dimethoxy-N-methyl-2-benzofurancarboxamide), [H-].[Al+3].[Li+].[H-].[H-].[H-] (lithium aluminum hydride). The solvent is O1CCCC1 (tetrahydrofuran). Reaction conditions: time 1 hour. Product: COC1=CC2=C(C=C(O2)C=O)C=C1 (6-Methoxy-2-benzofurancarboxaldehyde). The yield is 74.0%. As a reaction SMILES: CON(C)[C:4]([C:6]1[O:7][C:8]2[CH:14]=[C:13]([O:15][CH3:16])[CH:12]=[CH:11][C:9]=2[CH:10]=1)=[O:5].[H-].[Al+3].[Li+].[H-].[H-].[H-]>O1CCCC1>[CH3:16][O:15][C:13]1[CH:12]=[CH:11][C:9]2[CH:10]=[C:6]([CH:4]=[O:5])[O:7][C:8]=2[CH:14]=1 |f:1.2.3.4.5.6|. Procedure: An ice-cooled solution of 4.0 g (0.017 mole) of N,6-dimethoxy-N-methyl-2-benzofurancarboxamide in 100 ml of tetrahydrofuran was treated cautiously over 15 minutes (under a nitrogen atmosphere) with 0.65 g (0.017 mole) of lithium aluminum hydride. The mixture was stirred for 1 hour, then quenched by the careful addition of 100 ml of saturated aqueous sodium bisulfate solution. The reaction mixture was extracted with ether (3X 75 ml), and the combined extracts were washed with cold 2% aqueous hydr... Reactants: CC1=C(N=CN1)C1=CC=CC=C1 (5-methyl-4-phenyl-imidazole), [N+](=O)([O-])[O-].[NH4+] (ammonium nitrate). Solvent: S(O)(O)(=O)=O (sulphuric acid). Yields the product CC1=C(N=CN1)C1=CC=C(C=C1)[N+](=O)[O-] (5-methyl-4-(4-nitro-phenyl)-imidazole). RXN SMILES: [CH3:1][C:2]1[NH:6][CH:5]=[N:4][C:3]=1[C:7]1[CH:12]=[CH:11][CH:10]=[CH:9][CH:8]=1.[N+:13]([O-])([O-:15])=[O:14].[NH4+]>S(=O)(=O)(O)O>[CH3:1][C:2]1[NH:6][CH:5]=[N:4][C:3]=1[C:7]1[CH:8]=[CH:9][C:10]([N+:13]([O-:15])=[O:14])=[CH:11][CH:12]=1 |f:1.2|. Reported procedure: Prepared by nitrogenation of 5-methyl-4-phenyl-imidazole (melting point: 185-188° C.) in concentrated sulphuric acid with ammonium nitrate analogously to Example D. The reactants are [I-].[K+] (potassium iodide), [N+](=O)([O-])C=1C=CC2=C(C(=NCC=3N2C(=NN3)CCl)C3=C(C=CC=C3)Cl)C1 (8-nitro-1-(chloromethyl)-6-(o-chlorophenyl)-4H-s-triazolo[4,3-a][1,4]benzodiazepine), C1(CC1)N (cyclopropylamine). The solvent is O1CCCC1 (tetrahydrofuran). The product is [N+](=O)([O-])C=1C=CC2=C(C(=NCC=3N2C(=NN3)CNC3CC3)C3=C(C=CC=C3)Cl)C1 (8-nitro 1-[(cyclopropylamino)methyl]-6-(o-chlorophenyl)-4H-s-triazolo[4,3-a]-[1,4]benzodiazepine). Reaction SMILES: [I-].[K+].[N+:3]([C:6]1[CH:7]=[CH:8][C:9]2[N:15]3[C:16]([CH2:19]Cl)=[N:17][N:18]=[C:14]3[CH2:13][N:12]=[C:11]([C:21]3[CH:26]=[CH:25][CH:24]=[CH:23][C:22]=3[Cl:27])[C:10]=2[CH:28]=1)([O-:5])=[O:4].[CH:29]1([NH2:32])[CH2:31][CH2:30]1>O1CCCC1>[N+:3]([C:6]1[CH:7]=[CH:8][C:9]2[N:15]3[C:16]([CH2:19][NH:32][CH:29]4[CH2:31][CH2:30]4)=[N:17][N:18]=[C:14]3[CH2:13][N:12]=[C:11]([C:21]3[CH:26]=[CH:25][CH:24]=[CH:23][C:22]=3[Cl:27])[C:10]=2[CH:28]=1)([O-:5])=[O:4] |f:0.1|. Procedure: In the manner given in Example 1, potassium iodide and 8-nitro-1-(chloromethyl)-6-(o-chlorophenyl)-4H-s-triazolo[4,3-a][1,4]benzodiazepine in tetrahydrofuran is treated with cyclopropylamine to give 8-nitro 1-[(cyclopropylamino)methyl]-6-(o-chlorophenyl)-4H-s-triazolo[4,3-a]-[1,4]benzodiazepine.